This data is from the Open Reaction Database (ORD), a public repository of structured organic reaction records. The task is: describe an organic reaction: reactants, conditions, products, and yield Reactants: C1(=CC=CC=C1)C1=CC=C(O1)CNO (N-(5-phenylfur-2-yl)methyl hydroxylamine), CN=C=O (methylisocyanate), C(C)OCC (ethyl ether), O (water). Run in O1CCCC1 (tetrahydrofuran). The product is ON(C(=O)NC)CC=1OC(=CC1)C1=CC=CC=C1 (N-hydroxy-N-(5-phenylfur2-yl)methyl-N'-methyl urea). The yield is 89.2%. Reaction SMILES: [C:1]1([C:7]2[O:11][C:10]([CH2:12][NH:13][OH:14])=[CH:9][CH:8]=2)[CH:6]=[CH:5][CH:4]=[CH:3][CH:2]=1.[CH3:15][N:16]=[C:17]=[O:18].C(OCC)C.O>O1CCCC1>[OH:14][N:13]([CH2:12][C:10]1[O:11][C:7]([C:1]2[CH:2]=[CH:3][CH:4]=[CH:5][CH:6]=2)=[CH:8][CH:9]=1)[C:17]([NH:16][CH3:15])=[O:18]. Procedure details: To a solution of N-(5-phenylfur-2-yl)methyl hydroxylamine (0.5 g, 2.64 mmol) in tetrahydrofuran (30 mL) was added methylisocyanate (0.24 mL, 3.97 mmol) dropwise at room temperature under nitrogen while stirring. The reaction was stirred for 20 h and ethyl ether (100 mL) and water (100 mL) was added. The organic layer was separated, washed with saturated aqueous NaCl, dried over MgSO4, filtered and concentrated in vacuo, to give a solid (0.58 g). Purification by chromatography (silica gel, 2% met... Starting materials: Cl[Si](Cl)(Cl)Cl (tetrachlorosilane), CC(CC[Mg]Br)CCCC(C)C (3,7-dimethyloctyl magnesium bromide). Run in O1CCCC1 (Tetrahydrofuran). Run at temperature -10 celsius, time 1 hour. Yields the product CC(CC[Si](Cl)(Cl)Cl)CCCC(C)C (3,7-dimethyloctyl trichlorosilane). Yield: 81.0%. As a reaction SMILES: [Cl:1][Si:2]([Cl:5])(Cl)[Cl:3].[CH3:6][CH:7]([CH2:12][CH2:13][CH2:14][CH:15]([CH3:17])[CH3:16])[CH2:8][CH2:9][Mg]Br>O1CCCC1>[CH3:6][CH:7]([CH2:12][CH2:13][CH2:14][CH:15]([CH3:17])[CH3:16])[CH2:8][CH2:9][Si:2]([Cl:5])([Cl:3])[Cl:1]. Reported procedure: Tetrahydrofuran (100 ml) and tetrachlorosilane (17.0 g, 100 mmol) were placed in a 500 mL four-necked flask in a nitrogen atmosphere, and cooled to −10° C. 3,7-dimethyloctyl magnesium bromide (Sigma-Aldrich Co. LLC., 1.0 M, 100 ml) was added dropwise, and the mixture was agitated for 1 hour at 10° C. or less. The temperature was raised gradually to room temperature over the course of about 1 hour, and the mixture was left standing overnight. The precipitated salt was filtered out, the tetrahydro... Starting materials: FC(C(=O)O)(F)F (Trifluoroacetic acid), CSC (dimethyl sulfide), C(C1=CC=CC=C1)OC1=C(CC2=CC=C(C=C2)CC#N)C=CC=C1 ([4-(2-benzyloxybenzyl)phenyl]-acetonitrile). Solvent: O (water). Run at time 8 hour. The product is OC1=C(CC2=CC=C(C=C2)CC#N)C=CC=C1 ([4-(2-hydroxybenzyl)phenyl]acetonitrile). Yield: 89.0%. RXN SMILES: FC(F)(F)C(O)=O.CSC.C([O:18][C:19]1[CH:34]=[CH:33][CH:32]=[CH:31][C:20]=1[CH2:21][C:22]1[CH:27]=[CH:26][C:25]([CH2:28][C:29]#[N:30])=[CH:24][CH:23]=1)C1C=CC=CC=1>O>[OH:18][C:19]1[CH:34]=[CH:33][CH:32]=[CH:31][C:20]=1[CH2:21][C:22]1[CH:27]=[CH:26][C:25]([CH2:28][C:29]#[N:30])=[CH:24][CH:23]=1. Procedure details: Trifluoroacetic acid (17 mL), water (1 mL) and dimethyl sulfide (2 mL) were added to [4-(2-benzyloxybenzyl)phenyl]-acetonitrile (0.41 g), and the mixture was stirred at room temperature overnight. The reaction mixture was concentrated under reduced pressure, and the residue was purified by column chromatography on silica gel (eluent: hexane/ethyl acetate=3/1) to give [4-(2-hydroxybenzyl)phenyl]acetonitrile (0.26 g). Reactants: COC(=O)C=1SC(=CC1N(NC(C(F)(F)F)=O)C(=O)C1CCC(CC1)C)C#CC(C)(C)C (5-(3,3-dimethyl-but-1-ynyl)-3-[N-(4-methyl-cyclohexanecarbonyl)-N′-(2,2,2-trifluoro-acetyl)-hydrazino]-thiophene-2-carboxylic acid methyl ester), K-OtBu, CI (MeI). Solvent: CCOC(=O)C (EtOAc), C1CCOC1 (THF). Run at time 16 hour. Yields the product COC(=O)C=1SC(=CC1N(N(C(C(F)(F)F)=O)C)C(=O)C1CCC(CC1)C)C#CC(C)(C)C (5-(3,3-dimethyl-but-1-ynyl)-3-[N′-methyl-N-(4-methyl-cyclohexanecarbonyl)-N′-(2,2,2-trifluoro-acetyl)-hydrazino]-thiophene-2-carboxylic acid methyl ester). RXN SMILES: [CH3:1][O:2][C:3]([C:5]1[S:6][C:7]([C:27]#[C:28][C:29]([CH3:32])([CH3:31])[CH3:30])=[CH:8][C:9]=1[N:10]([C:18]([CH:20]1[CH2:25][CH2:24][CH:23]([CH3:26])[CH2:22][CH2:21]1)=[O:19])[NH:11][C:12](=[O:17])[C:13]([F:16])([F:15])[F:14])=[O:4].[CH3:33]I>C1COCC1.CCOC(C)=O>[CH3:1][O:2][C:3]([C:5]1[S:6][C:7]([C:27]#[C:28][C:29]([CH3:31])([CH3:30])[CH3:32])=[CH:8][C:9]=1[N:10]([C:18]([CH:20]1[CH2:21][CH2:22][CH:23]([CH3:26])[CH2:24][CH2:25]1)=[O:19])[N:11]([CH3:33])[C:12](=[O:17])[C:13]([F:16])([F:14])[F:15])=[O:4]. Reported procedure: To a solution of 5-(3,3-dimethyl-but-1-ynyl)-3-[N-(4-methyl-cyclohexanecarbonyl)-N′-(2,2,2-trifluoro-acetyl)-hydrazino]-thiophene-2-carboxylic acid methyl ester (1.6 g, 3.4 mmol) in THF (17 mL) was added K-OtBu (4.1 mmol, 1.0 M in THF), followed by MeI (1.0 g, 6.8 mmol). After stirring at rt for 16 h the reaction was diluted with EtOAc washed once with 20 mL of brine and purified by silica gel chromatography 0-20% EtOAc/hexanes to give 5-(3,3-dimethyl-but-1-ynyl)-3-[N′-methyl-N-(4-methyl-cyclohe... Starting materials: CCNC(=O)CN(Cc1ccc(Cl)cc1)C1CCN(C(=O)OC(C)(C)C)C1, ClCCl, O=C(O)C(F)(F)F. The product is CCNC(=O)CN(Cc1ccc(Cl)cc1)C1CCNC1. Reaction SMILES: [C:1]([O:2][C:3](=[O:4])[N:8]1[CH2:9][CH:10]([N:13]([CH2:14][C:15]([NH:16][CH2:17][CH3:18])=[O:19])[CH2:20][c:21]2[cH:22][cH:23][c:24]([Cl:27])[cH:25][cH:26]2)[CH2:11][CH2:12]1)([CH3:5])([CH3:6])[CH3:7].[Cl:35][CH2:36][Cl:37].[OH:28][C:29]([C:30]([F:31])([F:32])[F:33])=[O:34]>>[NH:8]1[CH2:9][CH:10]([N:13]([CH2:14][C:15]([NH:16][CH2:17][CH3:18])=[O:19])[CH2:20][c:21]2[cH:22][cH:23][c:24]([Cl:27])[cH:25][cH:26]2)[CH2:11][CH2:12]1. Reactants: C1(=CC=CC=C1)P(C1=CC=CC=C1)C1=CC=CC=C1 (triphenylphosphine), N1C=NC=C1 (imidazole), II (iodine), ClC=1C=C(C=CC1)C(CO)CCC(F)(F)F (2-(3-chloro-phenyl)-5,5,5-trifluoro-pentan-1-ol). Run in ClCCl (dichloromethane), ClCCl (dichloromethane). Conditions: time 2 hour. Yields the product ClC1=CC(=CC=C1)C(CCC(F)(F)F)CI (rac-1-Chloro-3-(4,4,4-trifluoro-1-iodomethyl-butyl)-benzene). As a reaction SMILES: C1(P(C2C=CC=CC=2)C2C=CC=CC=2)C=CC=CC=1.N1C=CN=C1.[I:25]I.[Cl:27][C:28]1[CH:29]=[C:30]([CH:34]([CH2:37][CH2:38][C:39]([F:42])([F:41])[F:40])[CH2:35]O)[CH:31]=[CH:32][CH:33]=1>ClCCl>[Cl:27][C:28]1[CH:33]=[CH:32][CH:31]=[C:30]([CH:34]([CH2:35][I:25])[CH2:37][CH2:38][C:39]([F:42])([F:41])[F:40])[CH:29]=1. Procedure: To a stirred solution of triphenylphosphine (1.56 g, 6.0 mmol) and imidazole (0.41 g, 6.0 mmol) in dichloromethane (16 ml) under an argon atmosphere was added slowly iodine (1.51 g, 6.0 mmol) and 2-(3-chloro-phenyl)-5,5,5-trifluoro-pentan-1-ol (1.26 g, 5.0 mmol). The mixture was stirred for 2 hours at room temperature, then dichloromethane (50 ml) was added and mixture was extracted with saturated sodium thiosulfate solution (50 ml) and hydrochloric acid (1N, 25 ml). The organic layer was dried ... Starting materials: ClCC1(N=C(SC1)CN(C)C)O (4-chloromethyl-4-hydroxy-2-dimethylaminomethyl-2-thiazoline), P(Cl)(Cl)(Cl)(Cl)Cl (phosphorous pentachloride). Solvent: ClCCCl (1,2-dichloroethane), ClCCCl (1,2-dichloroethane). Conditions: time 16 hour. The product is Cl.ClCC=1N=C(SC1)CN(C)C (4-Chloromethyl-2-dimethylaminomethylthiazole, hydrochloride). Reaction SMILES: [Cl:1][CH2:2][C:3]1(O)[CH2:7][S:6][C:5]([CH2:8][N:9]([CH3:11])[CH3:10])=[N:4]1.P(Cl)(Cl)(Cl)(Cl)Cl>ClCCCl>[ClH:1].[Cl:1][CH2:2][C:3]1[N:4]=[C:5]([CH2:8][N:9]([CH3:11])[CH3:10])[S:6][CH:7]=1 |f:3.4|. Procedure details: To a 100 ml. flask were added 2.1 g. of 4-chloromethyl-4-hydroxy-2-dimethylaminomethyl-2-thiazoline and 25 ml. of 1,2-dichloroethane. To the mixture was added dropwise a solution of 2.1 g. of phosphorous pentachloride and 50 ml. of 1,2-dichloroethane, while the temperature of the mixture was held in the range 17°-25°. After the addition, the mixture was stirred for 16 hours. It was then filtered, and the filter cake was washed with 1,2-dichloroethane and dried under vacuum at 50° to obtain 2.4 g... Starting materials: CCO, CCOC(=O)c1ccc(C=C(C)c2cc3c(cc2Cl)C(C)(C)CCC3(C)C)cc1, [K+], [OH-]. Yields the product CC(=Cc1ccc(C(=O)O)cc1)c1cc2c(cc1Cl)C(C)(C)CCC2(C)C. As a reaction SMILES: [CH3:32][CH2:33][OH:34].[Cl:3][c:4]1[c:5]([C:18](=[CH:19][c:20]2[cH:21][cH:22][c:23]([C:24](=[O:25])[O:26][CH2:27][CH3:28])[cH:29][cH:30]2)[CH3:31])[cH:6][c:7]2[c:12]([cH:13]1)[C:11]([CH3:14])([CH3:15])[CH2:10][CH2:9][C:8]2([CH3:16])[CH3:17].[K+:2].[OH-:1]>>[Cl:3][c:4]1[c:5]([C:18](=[CH:19][c:20]2[cH:21][cH:22][c:23]([C:24](=[O:25])[OH:26])[cH:29][cH:30]2)[CH3:31])[cH:6][c:7]2[c:12]([cH:13]1)[C:11]([CH3:14])([CH3:15])[CH2:10][CH2:9][C:8]2([CH3:16])[CH3:17]. The reactants are O=C([O-])[O-], CC(C)OCCOCc1ccc(O)cc1, [Cs+], [F-], [K+], [K+], O=[N+]([O-])c1cccc(S(=O)(=O)OCC2CO2)c1, CN(C)C=O, O. Yields the product CC(C)OCCOCc1ccc(OCC2CO2)cc1. RXN SMILES: [C:18](=[O:19])([O-:20])[O-:21].[CH:1]([CH3:2])([CH3:3])[O:4][CH2:5][CH2:6][O:7][CH2:8][c:9]1[cH:10][cH:11][c:12]([OH:15])[cH:13][cH:14]1.[Cs+:17].[F-:16].[K+:22].[K+:23].[N+:24]([c:25]1[cH:26][c:27]([S:28]([O:29][CH2:37][CH:38]2[CH2:39][O:40]2)(=[O:30])=[O:31])[cH:32][cH:33][cH:34]1)([O-:35])=[O:36].[O:41]=[CH:42][N:43]([CH3:44])[CH3:45].[OH2:46]>>[CH:1]([CH3:2])([CH3:3])[O:4][CH2:5][CH2:6][O:7][CH2:8][c:9]1[cH:10][cH:11][c:12]([O:15][CH2:37][CH:38]2[CH2:39][O:40]2)[cH:13][cH:14]1.